From a dataset of the Open Reaction Database (ORD), a public repository of structured organic reaction records. describe an organic reaction: reactants, conditions, products, and yield The reactants are O=C(Cl)c1ccccc1, Nc1cccc(O)c1. Yields the product O=C(Nc1cccc(O)c1)c1ccccc1. As a reaction SMILES: [C:9]([c:10]1[cH:11][cH:12][cH:13][cH:14][cH:15]1)(=[O:16])[Cl:17].[NH2:1][c:2]1[cH:3][cH:4][cH:5][c:6]([OH:7])[cH:8]1>>[NH:1]([c:2]1[cH:3][cH:4][cH:5][c:6]([OH:7])[cH:8]1)[C:9]([c:10]1[cH:11][cH:12][cH:13][cH:14][cH:15]1)=[O:16]. The reactants are BrC=1C=CC2=C(C1)OC(C1=CN=CC=C12)C (8-bromo-5-methyl-5H-chromeno[3,4-c]pyridine), OC[C@H](CC(C)C)N1C(C2=CC=CC=C2C1=O)=O ((S)-2-(1-hydroxy-4-methylpentan-2-yl)isoindoline-1,3-dione), di-tert-butyl(2′,4′,6′-triisopropyl-[1′,1′-biphenyl]-2-yl)phosphine, C([O-])([O-])=O.[Cs+].[Cs+] (cesium carbonate). The reagents and catalysts are C(C)(=O)[O-].[Pd+2].C(C)(=O)[O-] (palladium (II) acetate). The solvent is C1(=CC=CC=C1)C (toluene). Run at temperature 80 celsius. The product is CC(C[C@@H](COC=1C=CC2=C(C1)OC(C1=CN=CC=C12)C)N1C(C2=CC=CC=C2C1=O)=O)C (2-((2S)-4-methyl-1-(5-methyl-5H-chromeno[3,4-c]pyridin-8-yloxy)pentan-2-yl)isoindoline-1,3-dione). The yield is 64.0%. Reaction SMILES: Br[C:2]1[CH:3]=[CH:4][C:5]2[C:15]3[C:10](=[CH:11][N:12]=[CH:13][CH:14]=3)[CH:9]([CH3:16])[O:8][C:6]=2[CH:7]=1.[OH:17][CH2:18][C@@H:19]([N:24]1[C:32](=[O:33])[C:31]2[C:26](=[CH:27][CH:28]=[CH:29][CH:30]=2)[C:25]1=[O:34])[CH2:20][CH:21]([CH3:23])[CH3:22].C(=O)([O-])[O-].[Cs+].[Cs+]>C1(C)C=CC=CC=1.C([O-])(=O)C.[Pd+2].C([O-])(=O)C>[CH3:22][CH:21]([CH3:23])[CH2:20][C@H:19]([N:24]1[C:25](=[O:34])[C:26]2[C:31](=[CH:30][CH:29]=[CH:28][CH:27]=2)[C:32]1=[O:33])[CH2:18][O:17][C:2]1[CH:3]=[CH:4][C:5]2[C:15]3[C:10](=[CH:11][N:12]=[CH:13][CH:14]=3)[CH:9]([CH3:16])[O:8][C:6]=2[CH:7]=1 |f:2.3.4,6.7.8|. Procedure details: To a stirred solution of 8-bromo-5-methyl-5H-chromeno[3,4-c]pyridine (200 mg, 0.724 mmol) in toluene (4 mL), were added (S)-2-(1-hydroxy-4-methylpentan-2-yl)isoindoline-1,3-dione (537 mg, 2.173 mmol), di-tert-butyl(2′,4′,6′-triisopropyl-[1′,1′-biphenyl]-2-yl)phosphine (185 mg, 0.435 mmol), cesium carbonate (354 mg, 1.086 mmol) and palladium (II) acetate (48.8 mg, 0.217 mmol). Nitrogen was bubbled through the reaction mixture for 10 min and the mixture was heated at 80° C. 12 h. The reaction mixt...